From a dataset of the Open Reaction Database (ORD), a public repository of structured organic reaction records. describe an organic reaction: reactants, conditions, products, and yield Starting materials: CO, CCOCC, [K+], [OH-], OCCO, CC1=C(O)C(=O)N(c2ccc3nc[nH]c3c2)C1c1ccc(C2CCC(F)(F)CC2)cc1. Product: COC1=C(C)C(c2ccc(C3CCC(F)(F)CC3)cc2)N(c2ccc3nc[nH]c3c2)C1=O. Reaction SMILES: [CH3:43][OH:44].[CH3:7][CH2:8][O:9][CH2:10][CH3:11].[K+:2].[OH-:1].[OH:3][CH2:4][CH2:5][OH:6].[nH:12]1[cH:13][n:14][c:15]2[c:16]1[cH:17][c:18]([N:21]1[C:22](=[O:42])[C:23]([OH:41])=[C:24]([CH3:40])[CH:25]1[c:26]1[cH:27][cH:28][c:29]([CH:32]3[CH2:33][CH2:34][C:35]([F:38])([F:39])[CH2:36][CH2:37]3)[cH:30][cH:31]1)[cH:19][cH:20]2>>[CH3:4][O:41][C:23]1=[C:24]([CH3:40])[CH:25]([c:26]2[cH:27][cH:28][c:29]([CH:32]3[CH2:33][CH2:34][C:35]([F:38])([F:39])[CH2:36][CH2:37]3)[cH:30][cH:31]2)[N:21]([c:18]2[cH:17][c:16]3[nH:12][cH:13][n:14][c:15]3[cH:20][cH:19]2)[C:22]1=[O:42].